From a dataset of the Open Reaction Database (ORD), a public repository of structured organic reaction records. describe an organic reaction: reactants, conditions, products, and yield The reactants are C1(=CC=CC=C1)C(=O)SCC(OCC)OCC (C6H5COS—CH2CH(OC2H5)2), [OH-].[Na+] (NaOH). Solvent: C1CCOC1 (THF), O (water), O (H2O). The product is SCC(OCC)OCC (HSCH2CH(OC2H5)2). As a reaction SMILES: C1(C([S:9][CH2:10][CH:11]([O:15][CH2:16][CH3:17])[O:12][CH2:13][CH3:14])=O)C=CC=CC=1.[OH-].[Na+]>C1COCC1.O>[SH:9][CH2:10][CH:11]([O:15][CH2:16][CH3:17])[O:12][CH2:13][CH3:14] |f:1.2|. Reported procedure: The preceding thiobenzoyl derivative (V) (17.2 g) was dissolved in 100 ml THF followed by the addition of 6 g NaOH in 20 ml H2O. The mixture was refluxed under N2 for 15 h, then cooled and diluted with water (200 ml) and the product extracted with ether (3×200 ml). The extract was dried, the solvent removed in vacuo and the residue distilled in vacuo to yield 7.1 g of pure (VI), b.p. 60-62°/18 mm. It was characterized by 1H NMR δ(ppm in CDCl3): Reactants: [F-].C(CCC)[N+](CCCC)(CCCC)CCCC (Tetrabutylammonium fluoride), ice, C1(CCCCC1)C1=C(N(C2=CC(=CC=C12)C(=O)OC)CC#C)C1=C(C=CC=C1)CO[Si](C(C)C)(C(C)C)C(C)C (methyl 3-cyclohexyl-1-prop-2-yn-1-yl-2-(2-{[(triisopropylsilyl)oxy]methyl}phenyl)-1H-indole-6-carboxylate). Run in C1CCOC1 (THF), CCOC(=O)C (EtOAc). Conditions: temperature 0 celsius, time 1 hour. The product is C1(CCCCC1)C1=C(N(C2=CC(=CC=C12)C(=O)OC)CC#C)C1=C(C=CC=C1)CO (Methyl 3-cyclohexyl-2-[2-(hydroxymethyl)phenyl]-1-prop-2-yn-1-yl-1H-indole-6-carboxylate). The yield is 63.0%. Reaction SMILES: [F-].C([N+](CCCC)(CCCC)CCCC)CCC.[CH:19]1([C:25]2[C:33]3[C:28](=[CH:29][C:30]([C:34]([O:36][CH3:37])=[O:35])=[CH:31][CH:32]=3)[N:27]([CH2:38][C:39]#[CH:40])[C:26]=2[C:41]2[CH:46]=[CH:45][CH:44]=[CH:43][C:42]=2[CH2:47][O:48][Si](C(C)C)(C(C)C)C(C)C)[CH2:24][CH2:23][CH2:22][CH2:21][CH2:20]1>C1COCC1.CCOC(C)=O>[CH:19]1([C:25]2[C:33]3[C:28](=[CH:29][C:30]([C:34]([O:36][CH3:37])=[O:35])=[CH:31][CH:32]=3)[N:27]([CH2:38][C:39]#[CH:40])[C:26]=2[C:41]2[CH:46]=[CH:45][CH:44]=[CH:43][C:42]=2[CH2:47][OH:48])[CH2:20][CH2:21][CH2:22][CH2:23][CH2:24]1 |f:0.1|. Procedure details: Tetrabutylammonium fluoride (1.3 eq., 1M solution in THF) was added dropwise to an ice cooled solution of methyl 3-cyclohexyl-1-prop-2-yn-1-yl-2-(2-{[(triisopropylsilyl)oxy]methyl}phenyl)-1H-indole-6-carboxylate in THF (0.036M). The mixture was stirred at 0° C. for 1 h then diluted with EtOAc, washed with saturated aq. NH4Cl, water and brine. The organic phase was dried over Na2SO4 and evaporated in vacuo. The residual material was subjected to flash chromatography (PE:EtOAc, 3:1). After evapora... Starting materials: ClC1=CC=C(C=C1)N1N=C2C3=C(NC=C2C1=O)CCSC3 (2-p-chlorophenyl-2,3,5,6,7,9-hexahydrothiopyrano[4,3-b]pyrazolo[3,4-d]pyridin-3-one), I(=O)(=O)(=O)[O-].[Na+] (sodium metaperiodate), Cl (hydrochloric acid). The solvent is [OH-].[Na+] (sodium hydroxide), O (water). The product is ClC1=CC=C(C=C1)N1N=C2C3=C(NC=C2C1=O)CCS(C3)=O (2-p-chlorophenyl-2,3,5,6,7,9-hexahydro-8-oxo-thiopyrano[4,3-b]pyrazolo[3,4-d]pyridin-3-one). As a reaction SMILES: [Cl:1][C:2]1[CH:7]=[CH:6][C:5]([N:8]2[C:16](=[O:17])[C:15]3[C:10]([C:11]4[CH2:21][S:20][CH2:19][CH2:18][C:12]=4[NH:13][CH:14]=3)=[N:9]2)=[CH:4][CH:3]=1.I([O-])(=O)(=O)=[O:23].[Na+].Cl>[OH-].[Na+].O>[Cl:1][C:2]1[CH:3]=[CH:4][C:5]([N:8]2[C:16](=[O:17])[C:15]3[C:10]([C:11]4[CH2:21][S:20](=[O:23])[CH2:19][CH2:18][C:12]=4[NH:13][CH:14]=3)=[N:9]2)=[CH:6][CH:7]=1 |f:1.2,4.5|. Procedure details: To a solution of 0.29 g of 2-p-chlorophenyl-2,3,5,6,7,9-hexahydrothiopyrano[4,3-b]pyrazolo[3,4-d]pyridin-3-one in a mixture of 9.2 mL of 0.1N sodium hydroxide aqueous solution and 15 mL of water, 0.215 g of sodium metaperiodate is added under stirring and ice-cooling. The reaction mixture is stirred at room temperature overnight, the pH of the solution is adjusted to around 4 by adding dilute hydrochloric acid to precipitate a yellow solid. Solid is collected, washed with water, air-dried, tritu...